From a dataset of the Open Reaction Database (ORD), a public repository of structured organic reaction records. describe an organic reaction: reactants, conditions, products, and yield Reactants: CCCCC1=NC2(CCCC2)C(=O)N1CC3=CC=C(C=C3)C4=CC=CC=C4C5=NNN=N5.Cl (irbesartan hydrochloride), N (ammonia). Solvent: C1(=CC=CC=C1)C (toluene), O (water). Reaction conditions: time 30 minute. Yields the product CCCCC1=NC2(CCCC2)C(=O)N1CC=3C=CC(=CC3)C=4C=CC=CC4C5=NNN=N5 (irbesartan). Reaction SMILES: [CH3:1][CH2:2][CH2:3][CH2:4][C:5]1[N:14]([CH2:15][C:16]2[CH:21]=[CH:20][C:19]([C:22]3[C:27]([C:28]4[N:32]=[N:31][NH:30][N:29]=4)=[CH:26][CH:25]=[CH:24][CH:23]=3)=[CH:18][CH:17]=2)[C:12](=[O:13])[C:7]2([CH2:11][CH2:10][CH2:9][CH2:8]2)[N:6]=1.Cl.N>C1(C)C=CC=CC=1.O>[CH3:1][CH2:2][CH2:3][CH2:4][C:5]1[N:14]([CH2:15][C:16]2[CH:17]=[CH:18][C:19]([C:22]3[CH:23]=[CH:24][CH:25]=[CH:26][C:27]=3[C:28]3[N:29]=[N:30][NH:31][N:32]=3)=[CH:20][CH:21]=2)[C:12](=[O:13])[C:7]2([CH2:8][CH2:9][CH2:10][CH2:11]2)[N:6]=1 |f:0.1|. Procedure details: 100 g of anhydrous irbesartan hydrochloride was taken in a mixture of 250 ml toluene and 250 ml water. The pH of the reaction mass was adjusted to 6.5 to 7.0 with aqueous ammonia at 25-30° C. and stirred for about 30 minutes and filtered. The product was dried at 60° C. under vacuum to yield Form A of irbesartan free base. Reactants: C1(=CC=CC=C1)C=1NC(N(C1)S(=O)(=O)C=1C=C2CC(NC2=CC1)C)=O (4-Phenyl-1-(2-methylindoline-5-sulfonyl)-2-imidazolone), N1=CC=CC=C1 (Pyridine), ClCC(=O)Cl (chloroacetylchloride). The solvent is ClCCl (dichloromethane), ClCCl (dichloromethane). Run at time 2 hour. Yields the product C1(=CC=CC=C1)C=1NC(N(C1)S(=O)(=O)C=1C=C2CC(N(C2=CC1)C(CCl)=O)C)=O (4-phenyl-1-(N-chloroacetyl-2-methylindoline-5-sulfonyl)-2-imidazolone). Isolated yield 93.2%. Reaction SMILES: [C:1]1([C:7]2[NH:8][C:9](=[O:25])[N:10]([S:12]([C:15]3[CH:16]=[C:17]4[C:21](=[CH:22][CH:23]=3)[NH:20][CH:19]([CH3:24])[CH2:18]4)(=[O:14])=[O:13])[CH:11]=2)[CH:6]=[CH:5][CH:4]=[CH:3][CH:2]=1.N1C=CC=CC=1.[Cl:32][CH2:33][C:34](Cl)=[O:35]>ClCCl>[C:1]1([C:7]2[NH:8][C:9](=[O:25])[N:10]([S:12]([C:15]3[CH:16]=[C:17]4[C:21](=[CH:22][CH:23]=3)[N:20]([C:34](=[O:35])[CH2:33][Cl:32])[CH:19]([CH3:24])[CH2:18]4)(=[O:14])=[O:13])[CH:11]=2)[CH:2]=[CH:3][CH:4]=[CH:5][CH:6]=1. Procedure details: 4-Phenyl-1-(2-methylindoline-5-sulfonyl)-2-imidazolone (300 mg, 0.85 mmol) prepared in Preparation 3 was dissolved in 10 m of dichloromethane. Pyridine (75 μ, 0.93 mmol) and chloroacetylchloride (74 μ, 0.93 mmol) were added thereto one after another, and then the reaction mixture was stirred at room temperature under nitrogen atmosphere for 2 hours. After stirring, the reaction mixture was diluted with 50 m of dichloromethane, washed with water, dried over anhydrous magnesium sulfate, and then c...